Dataset: the Open Reaction Database (ORD), a public repository of structured organic reaction records. Task: describe an organic reaction: reactants, conditions, products, and yield Reactants: C(CCCO)O (butane-1,4-diol). The solvent is O1CCCC1 (Tetrahydrofuran). Product: C#C (acetylene), C=O (formaldehyde), C(C#CCO)O (but-2-yne-1,4-diol). As a reaction SMILES: [CH2:1]([OH:6])[CH2:2][CH2:3][CH2:4][OH:5]>O1CCCC1>[CH:1]#[CH:2].[CH2:4]=[O:5].[CH2:1]([OH:6])[C:2]#[C:3][CH2:4][OH:5]. Procedure: Tetrahydrofuran is prepared from a crude alkaline aqueous solution of butane-1,4-diol, as obtained by reaction of acetylene with aqueous formaldehyde and catylytic hydrogenation of the resulting but-2-yne-1,4-diol solution by a process in which the alkaline solution is first neutralized with sulfuric acid and water is then eliminated in the liquid phase at from 200° to 260° C., under superatmospheric pressure and in the presence of phosphoric acid. The reactants are CC1(OC2=C(C1)C=CC=C2O)C (2,3-dihydro-2,2-dimethyl-7-benzofuranol), CN(SN=C(C(C)C)SC1=CC=CC=C1)C(=O)F (phenyl N-[[methyl[fluorocarbonyl]amino]thio]-2-methylpropiothioimidate), C(C)OC(C)=O (ethylacetate). Reagents/catalysts: [Cl-].C(CCCCCCCCCCCCCCC)[N+](C)(C)CC1=CC=CC=C1 (cetylbenzyldimethylammonium chloride). Run in [OH-].[Na+] (sodium hydroxide), CCCCCC (Skellysolve B), C(Cl)Cl (methylene chloride). Conditions: time 90 minute. Product: CN(SN=C(C(C)C)SC1=CC=CC=C1)C(=O)OC1=CC=CC=2CC(OC21)(C)C (phenyl N-[[methyl[[[2,3-dihydro-2,2-dimethyl-7- benzofuranyl]oxy]carbonyl]amino]thio]-2-methyl-propiothioimidate). Reaction SMILES: [CH3:1][N:2]([C:16](F)=[O:17])[S:3][N:4]=[C:5]([S:9][C:10]1[CH:15]=[CH:14][CH:13]=[CH:12][CH:11]=1)[CH:6]([CH3:8])[CH3:7].[CH3:19][C:20]1([CH3:30])[CH2:24][C:23]2[CH:25]=[CH:26][CH:27]=[C:28]([OH:29])[C:22]=2[O:21]1.C(OC(=O)C)C>[Cl-].C([N+](CC1C=CC=CC=1)(C)C)CCCCCCCCCCCCCCC.C(Cl)Cl.[OH-].[Na+].CCCCCC>[CH3:1][N:2]([C:16]([O:29][C:28]1[C:22]2[O:21][C:20]([CH3:30])([CH3:19])[CH2:24][C:23]=2[CH:25]=[CH:26][CH:27]=1)=[O:17])[S:3][N:4]=[C:5]([S:9][C:10]1[CH:11]=[CH:12][CH:13]=[CH:14][CH:15]=1)[CH:6]([CH3:8])[CH3:7] |f:3.4,6.7|. Procedure: To a solution of phenyl N-[[methyl[fluorocarbonyl]amino]thio]-2-methylpropiothioimidate (7.8 g, 27 mmoles) as prepared in Preparation 1 and cetylbenzyldimethylammonium chloride (0.9 g) in methylene chloride (150 ml) is added a solution of 2,3-dihydro-2,2-dimethyl-7-benzofuranol (4.5 g, 27 mmoles) in 0.18N sodium hydroxide (150 ml). The two-phase reaction mixture is stirred vigorously at ambient temperature for 90 minutes. The layers are separated and the organic phase dried over anhydrous sodium... Reactants: OC1=C(C(=O)N2CCC(CC2)C(=O)OC)C=C(C=C1)C(=O)OC (methyl 1-[2-hydroxy-5-(methoxycarbonyl)benzoyl]piperidine-4-carboxylate), BrCCOC1=CC=C(OCC2=CC=C(C=C2)C2=CC=CC=C2)C=C1 (4-{[4-(2-bromoethoxy)-phenoxy]methyl}biphenyl). Product: C1(=CC=C(C=C1)COC1=CC=C(OCCOC2=C(C(=O)N3CCC(CC3)C(=O)OC)C=C(C=C2)C(=O)OC)C=C1)C1=CC=CC=C1 (Methyl 1-[2-{2-[4-(Biphenyl-4-ylmethoxy)phenoxy]ethoxy}-5-(methoxycarbonyl)-benzoyl]piperidine-4-carboxylate). RXN SMILES: [OH:1][C:2]1[CH:19]=[CH:18][C:17]([C:20]([O:22][CH3:23])=[O:21])=[CH:16][C:3]=1[C:4]([N:6]1[CH2:11][CH2:10][CH:9]([C:12]([O:14][CH3:15])=[O:13])[CH2:8][CH2:7]1)=[O:5].Br[CH2:25][CH2:26][O:27][C:28]1[CH:47]=[CH:46][C:31]([O:32][CH2:33][C:34]2[CH:39]=[CH:38][C:37]([C:40]3[CH:45]=[CH:44][CH:43]=[CH:42][CH:41]=3)=[CH:36][CH:35]=2)=[CH:30][CH:29]=1>>[C:37]1([C:40]2[CH:41]=[CH:42][CH:43]=[CH:44][CH:45]=2)[CH:38]=[CH:39][C:34]([CH2:33][O:32][C:31]2[CH:46]=[CH:47][C:28]([O:27][CH2:26][CH2:25][O:1][C:2]3[CH:19]=[CH:18][C:17]([C:20]([O:22][CH3:23])=[O:21])=[CH:16][C:3]=3[C:4]([N:6]3[CH2:11][CH2:10][CH:9]([C:12]([O:14][CH3:15])=[O:13])[CH2:8][CH2:7]3)=[O:5])=[CH:29][CH:30]=2)=[CH:35][CH:36]=1. Reported procedure: Preparation takes place in analogy to Example 22 from methyl 1-[2-hydroxy-5-(methoxycarbonyl)benzoyl]piperidine-4-carboxylate and 4-{[4-(2-bromoethoxy)-phenoxy]methyl}biphenyl. The reactants are N1CCC(=CC1)C1=CNC2=CC=C(C=C12)C#N (3-(1,2,3,6-Tetrahydro-4-pyridinyl)-1H-indole-5-carbonitrile), C([O-])([O-])=O.[K+].[K+] (potassium carbonate), CC1=CC=C(C=C1)P(C2=CC=C(C=C2)C)C3=C(C4=CC=CC=C4C=C3)C5=C(C=CC6=CC=CC=C65)P(C7=CC=C(C=C7)C)C8=CC=C(C=C8)C ((S)-(−)-2,2′-Bis(di-p-tolylphosphino)-1,1′-binaphthyl), BrC1=NC=CC=C1OC[C@H]1OC1 (2-bromo-3-[(2S)-oxiranylmethoxy]pyridine), intermediate. Reagents/catalysts: C(C)(=O)[O-].[Pd+2].C(C)(=O)[O-] (palladium (II) acetate). Solvent: C1(=CC=CC=C1)C (toluene), CS(=O)C (DMSO). Reaction conditions: temperature 77.5 celsius. The product is O1CC(OC2=NC=CC=C21)CN2CCC(=CC2)C2=CNC1=CC=C(C=C21)C#N (3-{1-[2,3-Dihydro[1,4]dioxino[2,3-b]pyridin-3-ylmethyl]-1,2,3.6-tetrahydro-4-pyridinyl}-1H-indole-5-carbonitrile). Yield: 7.4%. As a reaction SMILES: [NH:1]1[CH2:6][CH:5]=[C:4]([C:7]2[C:15]3[C:10](=[CH:11][CH:12]=[C:13]([C:16]#[N:17])[CH:14]=3)[NH:9][CH:8]=2)[CH2:3][CH2:2]1.Br[C:19]1[C:24]([O:25][CH2:26][C@@H:27]2[CH2:29][O:28]2)=[CH:23][CH:22]=[CH:21][N:20]=1.CC1C=CC(P(C2C=CC3C(=CC=CC=3)C=2C2C3C(=CC=CC=3)C=CC=2P(C2C=CC(C)=CC=2)C2C=CC(C)=CC=2)C2C=CC(C)=CC=2)=CC=1.C(=O)([O-])[O-].[K+].[K+]>CS(C)=O.C1(C)C=CC=CC=1.C([O-])(=O)C.[Pd+2].C([O-])(=O)C>[O:25]1[C:24]2[C:19](=[N:20][CH:21]=[CH:22][CH:23]=2)[O:28][CH:27]([CH2:29][N:1]2[CH2:2][CH:3]=[C:4]([C:7]3[C:15]4[C:10](=[CH:11][CH:12]=[C:13]([C:16]#[N:17])[CH:14]=4)[NH:9][CH:8]=3)[CH2:5][CH2:6]2)[CH2:26]1 |f:3.4.5,8.9.10|. Procedure: 3-(1,2,3,6-Tetrahydro-4-pyridinyl)-1H-indole-5-carbonitrile (1.62 g, 7.26 mmole) and 2-bromo-3-[(2S)-oxiranylmethoxy]pyridine (0.84 g, 3.65 mmol) were combined in DMSO (40 mL). This solution was heated at 75-80° C. under nitrogen for 5 hours. After completion, the reaction was cooled to room temperature and partitioned between 250 mL each of ethyl acetate and saturated sodium bicarbonate. The organic phase was washed with brine, dried over magnesium sulfate and concentrated in vacuum. The crude ...